Task: describe an organic reaction: reactants, conditions, products, and yield. Dataset: the Open Reaction Database (ORD), a public repository of structured organic reaction records Reactants: FC1=C(C=C(C=C1)C1=CN=C2N1C=CNC2=O)C=2C(=CC=CC2)C#N (2′-fluoro-5′-(8-oxo-7,8-dihydroimidazo[1,2-a]pyrazin-3-yl)biphenyl-2-carbonitrile), ICC (Iodoethane), [H-].[Na+] (sodium hydride), [Br-].[Li+] (lithium bromide). Solvent: COCCOC (1,2-dimethoxyethane), CN(C=O)C (N,N-dimethylformamide), O (Water). Reaction conditions: time 10 minute. Product: C(C)N1C(C=2N(C=C1)C(=CN2)C=2C=CC(=C(C2)C=2C(=CC=CC2)C#N)F)=O (5′-(7-Ethyl-8-oxo-7,8-dihydroimidazo[1,2-a]pyrazin-3-yl)-2′-fluorobiphenyl-2-carbonitrile). The yield is 22.2%. Reaction SMILES: [F:1][C:2]1[CH:7]=[CH:6][C:5]([C:8]2[N:12]3[CH:13]=[CH:14][NH:15][C:16](=[O:17])[C:11]3=[N:10][CH:9]=2)=[CH:4][C:3]=1[C:18]1[C:19]([C:24]#[N:25])=[CH:20][CH:21]=[CH:22][CH:23]=1.[H-].[Na+].[Br-].[Li+].I[CH2:31][CH3:32]>COCCOC.CN(C)C=O.O>[CH2:31]([N:15]1[CH:14]=[CH:13][N:12]2[C:8]([C:5]3[CH:6]=[CH:7][C:2]([F:1])=[C:3]([C:18]4[C:19]([C:24]#[N:25])=[CH:20][CH:21]=[CH:22][CH:23]=4)[CH:4]=3)=[CH:9][N:10]=[C:11]2[C:16]1=[O:17])[CH3:32] |f:1.2,3.4|. Procedure details: A suspension of 2′-fluoro-5′-(8-oxo-7,8-dihydroimidazo[1,2-a]pyrazin-3-yl)biphenyl-2-carbonitrile (50.0 mg, 0.51 mmol) in 1,2-dimethoxyethane (2 ml) and N,N-dimethylformamide (0.5 ml) was treated with sodium hydride (6.4 mg of a 60% dispersion in mineral oil, 0.16 mmol). After stirring at ambient temperature for 10 min, lithium bromide (26.3 mg, 0.30 mmol) was added, and stirring continued for 15 min. Iodoethane (24.2 μl, 0.30 mmol) was added and the solution heated at 65° C. for 18 h. Water (15... Starting materials: CCc1ccc2c(c1)C13CCCCC1C(C2)N(C(=O)OC(C)(C)C)CC3, C1COCCO1, ClCCl, Cl. The product is CCc1ccc2c(c1)C13CCCCC1C(C2)NCC3, Cl. RXN SMILES: [CH2:1]([CH3:2])[c:3]1[cH:4][cH:5][c:6]2[c:15]([cH:16]1)[C:14]13[CH:9]([CH:8]([CH2:7]2)[N:19]([C:20]([O:21][C:22]([CH3:23])([CH3:24])[CH3:25])=[O:26])[CH2:18][CH2:17]1)[CH2:10][CH2:11][CH2:12][CH2:13]3.[CH2:31]1[O:32][CH2:33][CH2:34][O:35][CH2:36]1.[Cl:28][CH2:29][Cl:30].[ClH:27]>>[CH2:1]([CH3:2])[c:3]1[cH:4][cH:5][c:6]2[c:15]([cH:16]1)[C:14]13[CH:9]([CH:8]([CH2:7]2)[NH:19][CH2:18][CH2:17]1)[CH2:10][CH2:11][CH2:12][CH2:13]3.[ClH:27]. The reagents and catalysts are C=1C=CC(=CC1)[P](C=2C=CC=CC2)(C=3C=CC=CC3)[Pd]([P](C=4C=CC=CC4)(C=5C=CC=CC5)C=6C=CC=CC6)([P](C=7C=CC=CC7)(C=8C=CC=CC8)C=9C=CC=CC9)[P](C=1C=CC=CC1)(C=1C=CC=CC1)C=1C=CC=CC1 (Pd(PPh3)4). Reaction conditions: temperature 100 celsius. The product is C1(CCCCC1)COC1=C(C=C(C(=O)OC)C=C1)C=C (Methyl 4-cyclohexylmethyloxy-3-ethenylbenzoate). Reactants: C1(CCCCC1)COC1=C(C=C(C(=O)OC)C=C1)Br (Methyl 4-cyclohexylmethoxy-3-bromobenzoate), C(=C)[Sn](CCCC)(CCCC)CCCC (vinyltributyl tin). Procedure details: To a solution of 23-3 (810 mg, 2.5 mmol) in 11.5 mL of dioxane was added 820 mg (2.6 mmol) of vinyltributyl tin followed by 58 mg (0.05 mmol) of Pd(PPh3)4. The resulting solution was then heated at 100° C. for 20 h. The solvent was distilled under reduced pressure and the residue was chromatographed to afford product 23-4. Run in O1CCOCC1 (dioxane). RXN SMILES: [CH:1]1([CH2:7][O:8][C:9]2[CH:18]=[CH:17][C:12]([C:13]([O:15][CH3:16])=[O:14])=[CH:11][C:10]=2Br)[CH2:6][CH2:5][CH2:4][CH2:3][CH2:2]1.[CH:20]([Sn](CCCC)(CCCC)CCCC)=[CH2:21]>O1CCOCC1.C1C=CC([P]([Pd]([P](C2C=CC=CC=2)(C2C=CC=CC=2)C2C=CC=CC=2)([P](C2C=CC=CC=2)(C2C=CC=CC=2)C2C=CC=CC=2)[P](C2C=CC=CC=2)(C2C=CC=CC=2)C2C=CC=CC=2)(C2C=CC=CC=2)C2C=CC=CC=2)=CC=1>[CH:1]1([CH2:7][O:8][C:9]2[CH:18]=[CH:17][C:12]([C:13]([O:15][CH3:16])=[O:14])=[CH:11][C:10]=2[CH:20]=[CH2:21])[CH2:6][CH2:5][CH2:4][CH2:3][CH2:2]1 |^1:44,46,65,84|.